This data is from the Open Reaction Database (ORD), a public repository of structured organic reaction records. The task is: describe an organic reaction: reactants, conditions, products, and yield Reactants: CNC=1C=C(C(=O)OC)C=CC1[N+](=O)[O-] (methyl 3-(methylamino)-4-nitrobenzoate). The reagents and catalysts are [Pd] (Pd/C). The solvent is C(C)(=O)OCC (ethyl acetate). Reaction conditions: time 0.5 hour. Product: COC(C1=CC(=C(C=C1)N)NC)=O (4-amino-3-methylamino-benzoic acid methyl ester). The yield is 92.5%. Reaction SMILES: [CH3:1][NH:2][C:3]1[CH:4]=[C:5]([CH:10]=[CH:11][C:12]=1[N+:13]([O-])=O)[C:6]([O:8][CH3:9])=[O:7]>C(OCC)(=O)C.[Pd]>[CH3:9][O:8][C:6](=[O:7])[C:5]1[CH:10]=[CH:11][C:12]([NH2:13])=[C:3]([NH:2][CH3:1])[CH:4]=1. Procedure details: A suspension of methyl 3-(methylamino)-4-nitrobenzoate (Bionet) (0.5 g, 2.4 mmol) and Pd/C (Aldrich, 10%, 0.1 g) in ethyl acetate (7 mL) was vigorously shaken in a Parr under atmosphere of H2 (50 psi) for 0.5 h. The mixture was filtered through a short pad of celite. The filtrate was concentrated to give 4-amino-3-methylamino-benzoic acid methyl ester as a dark brown foam (0.4 g, 93%).